describe an organic reaction: reactants, conditions, products, and yield From a dataset of the Open Reaction Database (ORD), a public repository of structured organic reaction records. Reported procedure: A mixture of 6.0 g. of 1H-imidazole-1-propanamine dihydrochloride, 45 ml. of 2N sodium hydroxide and 150 ml. of methylene chloride was stirred at room temperature and 3.9 ml. of 3-chlorobenzoyl chloride was added. The reaction mixture was stirred for 18 hours, then methylene chloride and 15 ml. of 1N sodium hydroxide were added and the layers were separated. The organic layer was washed with water, dried over magnesium sulfate, and concentrated to remove the solvent. The residue was triturated w... Reaction conditions: time 18 hour. As a reaction SMILES: Cl.Cl.[N:3]1([CH2:8][CH2:9][CH2:10][NH2:11])[CH:7]=[CH:6][N:5]=[CH:4]1.[OH-].[Na+].[Cl:14][C:15]1[CH:16]=[C:17]([CH:21]=[CH:22][CH:23]=1)[C:18](Cl)=[O:19]>C(Cl)Cl>[Cl:14][C:15]1[CH:16]=[C:17]([CH:21]=[CH:22][CH:23]=1)[C:18]([NH:11][CH2:10][CH2:9][CH2:8][N:3]1[CH:7]=[CH:6][N:5]=[CH:4]1)=[O:19] |f:0.1.2,3.4|. The reactants are Cl.Cl.N1(C=NC=C1)CCCN (1H-imidazole-1-propanamine dihydrochloride), [OH-].[Na+] (sodium hydroxide), [OH-].[Na+] (sodium hydroxide), ClC=1C=C(C(=O)Cl)C=CC1 (3-chlorobenzoyl chloride). The product is ClC=1C=C(C(=O)NCCCN2C=NC=C2)C=CC1 (3-Chloro-N-[3-(1H-imidazol-1-yl)propyl]benzamide). Run in C(Cl)Cl (methylene chloride), C(Cl)Cl (methylene chloride). The reactants are ClC1=NC2=CC(=C(C=C2C=C1C(CC(=O)OCC)=O)F)F (ethyl 3-(2-chloro-6,7-difluoro-3-quinolyl)-3-oxopropionate), COC(N(C)C)OC (N,N-dimethylformamide dimethyl acetal). The solvent is C(C)(=O)OCC (ethyl acetate). Run at temperature 75 celsius. The product is ClC1=NC2=CC(=C(C=C2C=C1C(=O)C(C(=O)OCC)=CN(C)C)F)F (Ethyl 2-(2-chloro-6,7-difluoro-3-quinolinecarbonyl)-3-(dimethyl amino)acrylate). Isolated yield 91.7%. As a reaction SMILES: [Cl:1][C:2]1[C:11]([C:12](=[O:19])[CH2:13][C:14]([O:16][CH2:17][CH3:18])=[O:15])=[CH:10][C:9]2[C:4](=[CH:5][C:6]([F:21])=[C:7]([F:20])[CH:8]=2)[N:3]=1.CO[CH:24](OC)[N:25]([CH3:27])[CH3:26]>C(OCC)(=O)C>[Cl:1][C:2]1[C:11]([C:12]([C:13](=[CH:24][N:25]([CH3:27])[CH3:26])[C:14]([O:16][CH2:17][CH3:18])=[O:15])=[O:19])=[CH:10][C:9]2[C:4](=[CH:5][C:6]([F:21])=[C:7]([F:20])[CH:8]=2)[N:3]=1. Procedure: A suspension of ethyl 3-(2-chloro-6,7-difluoro-3-quinolyl)-3-oxopropionate (6.17 g) in N,N-dimethylformamide dimethyl acetal (7.15 g) and ethyl acetate (60 cc) is heated to a temperature in the region of 75° C. for 1 hour 15 minutes. The reaction mixture is concentrated to dryness under reduced pressure (20 kPa) at approximately 50° C. The residue is taken up with isopropyl ether (50 cc), drained and washed with the same solvent (3×25 cc). Ethyl 2-(2-chloro-6,7-difluoro-3-quinolinecarbonyl)-3-(d... Reactants: N1C(C2(C3=CC=CC=C13)COC=1C2=CC2=C(OCO2)C1)=O (spiro[furo[2,3-f][1,3]benzodioxole-7,3′-indol]-2′(1′H)-one), C([O-])([O-])=O.[Cs+].[Cs+] (cesium carbonate), BrCC=1OC(=CC1)C(F)(F)F (2-bromomethyl-5-trifluoromethylfuran). Run in CC(=O)C (acetone). Run at temperature 57.5 celsius, time 16 hour. Yields the product FC(C1=CC=C(O1)CN1C(C2(C3=CC=CC=C13)COC=1C2=CC2=C(OCO2)C1)=O)(F)F (1′-{[5-(trifluoromethyl)furan-2-yl]methyl}spiro[furo[2,3-f][1,3]benzodioxole-7,3′-indol]-2′(1′H)-one). Reaction SMILES: [NH:1]1[C:9]2[C:4](=[CH:5][CH:6]=[CH:7][CH:8]=2)[C:3]2([C:13]3=[CH:14][C:15]4[O:19][CH2:18][O:17][C:16]=4[CH:20]=[C:12]3[O:11][CH2:10]2)[C:2]1=[O:21].C(=O)([O-])[O-].[Cs+].[Cs+].Br[CH2:29][C:30]1[O:31][C:32]([C:35]([F:38])([F:37])[F:36])=[CH:33][CH:34]=1>CC(C)=O>[F:36][C:35]([F:38])([F:37])[C:32]1[O:31][C:30]([CH2:29][N:1]2[C:9]3[C:4](=[CH:5][CH:6]=[CH:7][CH:8]=3)[C:3]3([C:13]4=[CH:14][C:15]5[O:19][CH2:18][O:17][C:16]=5[CH:20]=[C:12]4[O:11][CH2:10]3)[C:2]2=[O:21])=[CH:34][CH:33]=1 |f:1.2.3|. Procedure details: To a suspension of spiro[furo[2,3-f][1,3]benzodioxole-7,3′-indol]-2′(1′H)-one (1.0 g, 3.6 mmol), which can be prepared according to the methods disclosed in PCT Published Patent Application No. WO 2006/110917, and cesium carbonate (3.52 g, 11 mmol) in acetone (50 mL) was added 2-bromomethyl-5-trifluoromethylfuran (1.13 g, 3.9 mmol) in one portion and the reaction mixture was stirred at 55-60° C. for 16 hours. Upon cooling to ambient temperature, the reaction mixture was filtered and the filtrate... As a reaction SMILES: CN(C=O)C.[F:6][C:7]1[CH:8]=[C:9]([CH:12]=[CH:13][C:14]=1F)[C:10]#[N:11].[NH:16]1[CH2:21][CH2:20][O:19][CH2:18][CH2:17]1.C(=O)([O-])[O-].[K+].[K+]>C(OCC)(=O)C.O>[F:6][C:7]1[CH:8]=[C:9]([CH:12]=[CH:13][C:14]=1[N:16]1[CH2:21][CH2:20][O:19][CH2:18][CH2:17]1)[C:10]#[N:11] |f:3.4.5|. The reactants are CN(C)C=O (DMF), FC=1C=C(C#N)C=CC1F (3,4-difluorobenzonitrile), N1CCOCC1 (morpholine), C([O-])([O-])=O.[K+].[K+] (potassium carbonate). Yield: 99.2%. Reported procedure: To a DMF (20 mL) solution of 3,4-difluorobenzonitrile (3.00 g), morpholine (2.82 g) and potassium carbonate (5.97 g) were added, and the reaction solution was allowed to be warmed to 100° C. and agitated for 5.5 hours. Water and ethyl acetate were added to the reaction solution after confirming disappearance of the starting materials, and the organic layer was partitioned. After the obtained organic layer was washed with a saturated saline solution, it was dried over anhydrous magnesium sulfate ... Solvent: C(C)(=O)OCC (ethyl acetate), O (Water). Product: FC=1C=C(C#N)C=CC1N1CCOCC1 (3-fluoro-4-(morpholin-4-yl)benzonitrile). Conditions: temperature 100 celsius, time 5.5 hour. Starting materials: Nc1ccc(Oc2cccc(C(Cl)(Cl)Cl)c2)c(C(Cl)(Cl)Cl)c1, CCOC(=O)Cl, c1ccncc1. Product: CCOC(=O)Nc1ccc(Oc2cccc(C(Cl)(Cl)Cl)c2)c(C(Cl)(Cl)Cl)c1. Reaction SMILES: [Cl:1][C:2]([c:3]1[cH:4][c:5]([O:6][c:7]2[c:8]([C:14]([Cl:15])([Cl:16])[Cl:17])[cH:9][c:10]([NH2:13])[cH:11][cH:12]2)[cH:18][cH:19][cH:20]1)([Cl:21])[Cl:22].[Cl:23][C:24](=[O:25])[O:26][CH2:27][CH3:28].[cH:29]1[cH:30][cH:31][n:32][cH:33][cH:34]1>>[Cl:1][C:2]([c:3]1[cH:4][c:5]([O:6][c:7]2[c:8]([C:14]([Cl:15])([Cl:16])[Cl:17])[cH:9][c:10]([NH:13][C:24](=[O:25])[O:26][CH2:27][CH3:28])[cH:11][cH:12]2)[cH:18][cH:19][cH:20]1)([Cl:21])[Cl:22]. The reactants are 3.92, C(C)(=O)OC(C)=O (acetic anhydride), OC1=C(C=C(C=C1)C1=CC=CC=C1)CC (4-hydroxy-3-ethyl-biphenyl), N1=CC=CC=C1 (pyridine). Run in C(Cl)(Cl)Cl (chloroform). The product is C(C)(=O)OC1=C(C=C(C=C1)C1=CC=CC=C1)CC (4-acetoxy-3-ethyl-biphenyl). The yield is 90.0%. As a reaction SMILES: [C:1](OC(=O)C)(=[O:3])[CH3:2].[OH:8][C:9]1[CH:14]=[CH:13][C:12]([C:15]2[CH:20]=[CH:19][CH:18]=[CH:17][CH:16]=2)=[CH:11][C:10]=1[CH2:21][CH3:22].N1C=CC=CC=1>C(Cl)(Cl)Cl>[C:1]([O:8][C:9]1[CH:14]=[CH:13][C:12]([C:15]2[CH:20]=[CH:19][CH:18]=[CH:17][CH:16]=2)=[CH:11][C:10]=1[CH2:21][CH3:22])(=[O:3])[CH3:2]. Procedure: 4.6 g (45 mmol) of acetic anhydride are added dropwise to a solution of 7.3 g (37 mmol) of 4-hydroxy-3-ethyl-biphenyl and 3.2 g (40 mmol) of pyridine in 60 ml of chloroform, and the mixture is boiled under reflux for 3 hours. The solution is allowed to cool and then washed with water and dilute hydrochloric acid and the organic phase is dried and concentrated. 8.0 g (yield: 90% of theory) of 4-acetoxy-3-ethyl-biphenyl are obtained as a very clear oil of log p=3.92 (pH=2.3). Reaction conditions: time 70 minute. Reported procedure: A mixture of 21.5 grams (g) of 2,4-dichloroanilinoacetonitrile, 23.3 g of ethylenediamine p-toluenesulfonate and 75 milliliters (ml) of 1,2-dichlorobenzene was heated with stirring in a round-bottomed three-necked flask at from about 140°-170° C. for about 70 minutes under a small flow of nitrogen. The reaction mixture was cooled and then diluted with methylene chloride. The mixture was cooled and then filtered, which gave 35.1 g of 2-((2,4-dichloroanilino)methyl)-2-imidazoline p-toluenesulfonat... Reactants: ClC1=C(NCC#N)C=CC(=C1)Cl (2,4-dichloroanilinoacetonitrile), C1(=CC=C(C=C1)S(=O)(=O)O)C.C(CN)N (ethylenediamine p-toluenesulfonate), ClC1=C(C=CC=C1)Cl (1,2-dichlorobenzene). Solvent: C(Cl)Cl (methylene chloride). Yields the product C1(=CC=C(C=C1)S(=O)(=O)O)C.ClC1=C(NCC=2NCCN2)C=CC(=C1)Cl (2-((2,4-dichloroanilino)methyl)-2-imidazoline p-toluenesulfonate). Yield: 84.1%. Reaction SMILES: [Cl:1][C:2]1[CH:11]=[C:10]([Cl:12])[CH:9]=[CH:8][C:3]=1[NH:4][CH2:5][C:6]#[N:7].[C:13]1([CH3:23])[CH:18]=[CH:17][C:16]([S:19]([OH:22])(=[O:21])=[O:20])=[CH:15][CH:14]=1.[CH2:24](N)[CH2:25][NH2:26].ClC1C=CC=CC=1Cl>C(Cl)Cl>[C:13]1([CH3:23])[CH:14]=[CH:15][C:16]([S:19]([OH:22])(=[O:20])=[O:21])=[CH:17][CH:18]=1.[Cl:1][C:2]1[CH:11]=[C:10]([Cl:12])[CH:9]=[CH:8][C:3]=1[NH:4][CH2:5][C:6]1[NH:26][CH2:25][CH2:24][N:7]=1 |f:1.2,5.6|. Starting materials: Nc1ccnc(NC2CCc3ccccc32)c1[N+](=O)[O-], Cl, [Fe]. The product is Nc1ccnc(NC2CCc3ccccc32)c1N. Reaction SMILES: [CH:1]1([NH:10][c:11]2[n:12][cH:13][cH:14][c:15]([NH2:20])[c:16]2[N+:17]([O-:18])=[O:19])[CH2:2][CH2:3][c:4]2[cH:5][cH:6][cH:7][cH:8][c:9]21.[ClH:22].[Fe:21]>>[CH:1]1([NH:10][c:11]2[n:12][cH:13][cH:14][c:15]([NH2:20])[c:16]2[NH2:17])[CH2:2][CH2:3][c:4]2[cH:5][cH:6][cH:7][cH:8][c:9]21.